Dataset: the Open Reaction Database (ORD), a public repository of structured organic reaction records. Task: describe an organic reaction: reactants, conditions, products, and yield Reactants: solution, n-(butyllithium), FC1=C(CCN2CCC(CC2)N2CCC3=CC=C(C=C23)Br)C=CC=C1 (1-[1-(2-fluorophenethyl)piperidin-4-yl]-6-bromoindoline), CN(C=O)C (dimethylformamide), [Cl-].[NH4+] (ammonium chloride), C(C)(=O)OCC (ethyl acetate), resultant mixture. Run in CCCCCC (hexane), O1CCCC1 (tetrahydrofuran). Conditions: time 10 minute. Yields the product FC1=C(CCN2CCC(CC2)N2CCC3=CC=C(C=C23)C=O)C=CC=C1 (1-[1-(2-Fluorophenethyl)piperidin-4-yl]-6-formylindoline). Isolated yield 91.5%. RXN SMILES: [F:1][C:2]1[CH:25]=[CH:24][CH:23]=[CH:22][C:3]=1[CH2:4][CH2:5][N:6]1[CH2:11][CH2:10][CH:9]([N:12]2[C:20]3[C:15](=[CH:16][CH:17]=[C:18](Br)[CH:19]=3)[CH2:14][CH2:13]2)[CH2:8][CH2:7]1.CN(C)[CH:28]=[O:29].[Cl-].[NH4+].C(OCC)(=O)C>CCCCCC.O1CCCC1>[F:1][C:2]1[CH:25]=[CH:24][CH:23]=[CH:22][C:3]=1[CH2:4][CH2:5][N:6]1[CH2:11][CH2:10][CH:9]([N:12]2[C:20]3[C:15](=[CH:16][CH:17]=[C:18]([CH:28]=[O:29])[CH:19]=3)[CH2:14][CH2:13]2)[CH2:8][CH2:7]1 |f:2.3|. Procedure details: A 1.6 M solution (24 ml) of n-(butyllithium) in hexane was added dropwise at −78° C. over 10 min into a solution of 1-[1-(2-fluorophenethyl)piperidin-4-yl]-6-bromoindoline (12 g) obtained in Example 348-2) in tetrahydrofuran (200 ml). After 10 min, dimethylformamide (3.5 ml) was added thereto and the resultant mixture was allowed to warm to room temperature. Then a saturated aqueous solution (100 ml) of ammonium chloride and ethyl acetate (200 ml) were added thereto and the layers were separated... Reaction SMILES: [CH:1]([N-]C(C)C)(C)[CH3:2].[Li+].C([Li])CCC.C(NC(C)C)(C)C.[Cl:21][C:22]1[CH:23]=[CH:24][C:25]2[NH:31][C:30](=[O:32])[CH:29]([C:33]([O:35][CH3:36])=[O:34])[CH:28]([C:37]3[CH:42]=[CH:41][C:40]([O:43][CH3:44])=[CH:39][CH:38]=3)[CH2:27][C:26]=2[CH:45]=1.ICC.C(=O)=O.C(Cl)(Cl)(Cl)Cl>O1CCCC1.CCCCCC.CN(C)P(=O)(N(C)C)N(C)C>[Cl:21][C:22]1[CH:23]=[CH:24][C:25]2[NH:31][C:30](=[O:32])[C:29]([CH2:1][CH3:2])([C:33]([O:35][CH3:36])=[O:34])[CH:28]([C:37]3[CH:38]=[CH:39][C:40]([O:43][CH3:44])=[CH:41][CH:42]=3)[CH2:27][C:26]=2[CH:45]=1 |f:0.1,6.7|. Starting materials: C(C)(C)[N-]C(C)C.[Li+] (lithium diisopropylamide), ClC=1C=CC2=C(CC(C(C(N2)=O)C(=O)OC)C2=CC=C(C=C2)OC)C1 (7-chloro-1,3,4,5-tetrahydro-3-(methoxycarbonyl)-4-(4-methoxyphenyl)-2H-1-benzazepin-2-one), C(=O)=O.C(Cl)(Cl)(Cl)Cl (dry-ice carbon tetrachloride), solution, C(CCC)[Li] (n-butyllithium), C(C)(C)NC(C)C (diisopropylamine), ICC (iodoethane). The solvent is O1CCCC1 (tetrahydrofuran), CCCCCC (hexane), O1CCCC1 (tetrahydrofuran), CN(P(N(C)C)(N(C)C)=O)C (hexamethylphosphoric triamide). Reaction conditions: temperature -78 celsius, time 1.5 hour. The product is ClC=1C=CC2=C(CC(C(C(N2)=O)(C(=O)OC)CC)C2=CC=C(C=C2)OC)C1 (7-Chloro-3-ethyl-1,3,4,5-tetrahydro-3-(methoxycarbonyl)-4-(4-methoxyphenyl)-2H-1-benzazepin-2-one). Procedure details: To a freshly prepared solution of lithium diisopropylamide in tetrahydrofuran (6 equivalents; prepared by addition of 19.2 ml of a 2.6M solution of n-butyllithium in hexane to 15 ml of freshly distilled diisopropylamine in 80 ml of tetrahydrofuran) at -78° C., was added 3.0 g (8.35 mmole) of 7-chloro-1,3,4,5-tetrahydro-3-(methoxycarbonyl)-4-(4-methoxyphenyl)-2H-1-benzazepin-2-one (see Example 1C . After stirring at -78° C. for 1.5 hours, 3 ml of hexamethylphosphoric triamide was added along with... Reactants: CCO, Cl, O=[N+]([O-])c1ccc(OCc2ccccn2)nc1, [Na+], [OH-], O, Cl[Sn]Cl. The product is Nc1ccc(OCc2ccccn2)nc1. RXN SMILES: [CH3:23][CH2:24][OH:25].[ClH:26].[N+:1]([O-:2])(=[O:3])[c:4]1[cH:5][cH:6][c:7]([O:10][CH2:11][c:12]2[n:13][cH:14][cH:15][cH:16][cH:17]2)[n:8][cH:9]1.[Na+:22].[OH-:21].[OH2:27].[Sn:18]([Cl:19])[Cl:20]>>[NH2:1][c:4]1[cH:5][cH:6][c:7]([O:10][CH2:11][c:12]2[n:13][cH:14][cH:15][cH:16][cH:17]2)[n:8][cH:9]1. Reactants: CC([O-])C.[K+] (potassium isopropoxide), talc, C(C)(C)OCC1OC1 (2-(Isopropoxymethyl)oxirane), C(C)(=O)O (acetic acid). Solvent: C(C)(C)O (isopropanol), CCCCCC (hexane), C(C)(C)O (isopropanol). Run at temperature 80 celsius. Product: C(C)(C)OCC(COC(C)C)O (1,3-diisopropoxypropan-2-ol). RXN SMILES: [CH:1]([O:4][CH2:5][CH:6]1[CH2:8][O:7]1)([CH3:3])[CH3:2].[CH3:9][CH:10]([CH3:12])[O-:11].[K+].C(O)(=O)C>CCCCCC.C(O)(C)C>[CH:10]([O:11][CH2:8][CH:6]([OH:7])[CH2:5][O:4][CH:1]([CH3:3])[CH3:2])([CH3:12])[CH3:9] |f:1.2|. Reported procedure: 2-(Isopropoxymethyl)oxirane (23.23 g, 25.1 mL, 200 mmol) was dissolved in hexane (20 mL) and placed in reactor. Separately (1.2 g, 20 mmol) of KH was slowly added to (90.1 g, 115 mL, 1.5 Mol) of isopropanol at RT. After deprotonation was complete the solution of potassium isopropoxide in isopropanol was added to the reactor. All operations were performed in a glove box. The reactor was sealed and heated 80° C. for 24 hours. After cooling acetic acid (20 mmols) and ca. 5 g. of powdered talc were ... The reactants are Cl.O1C2=C(C=CC=3C[C@@H]4[C@@]5(CCC([C@H]1[C@@]5(C23)CCN4)=O)OCCCC4=CC=CC=C4)OC (4,5α-epoxy-3-methoxy-14β-(3-phenylpropyloxy)morphinan-6-one hydrochloride), C([O-])([O-])=O.[K+].[K+] (potassium carbonate), C1(=CC=CC=C1)CCBr (2-phenylethylbromide). The solvent is O (water). Reaction conditions: temperature 80 celsius, time 12 hour. The product is Cl.O1C2=C(C=CC=3C[C@@H]4[C@@]5(CCC([C@H]1[C@@]5(C23)CCN4CCC4=CC=CC=C4)=O)OCCCC4=CC=CC=C4)OC (4,5α-epoxy-3-methoxy-17-(2-phenylethyl)-14β-(3-phenylpropyloxy)morphinan-6-one hydrochloride). RXN SMILES: [ClH:1].[O:2]1[C@@H:14]2[C@@:15]34[CH2:17][CH2:18][NH:19][C@@H:9]([C@:10]3([O:21][CH2:22][CH2:23][CH2:24][C:25]3[CH:30]=[CH:29][CH:28]=[CH:27][CH:26]=3)[CH2:11][CH2:12][C:13]2=[O:20])[CH2:8][C:7]2=[C:16]4[C:3]1=[C:4]([O:31][CH3:32])[CH:5]=[CH:6]2.C(=O)([O-])[O-].[K+].[K+].[C:39]1([CH2:45][CH2:46]Br)[CH:44]=[CH:43][CH:42]=[CH:41][CH:40]=1>O>[ClH:1].[O:2]1[C@@H:14]2[C@@:15]34[CH2:17][CH2:18][N:19]([CH2:46][CH2:45][C:39]5[CH:44]=[CH:43][CH:42]=[CH:41][CH:40]=5)[C@@H:9]([C@:10]3([O:21][CH2:22][CH2:23][CH2:24][C:25]3[CH:26]=[CH:27][CH:28]=[CH:29][CH:30]=3)[CH2:11][CH2:12][C:13]2=[O:20])[CH2:8][C:7]2=[C:16]4[C:3]1=[C:4]([O:31][CH3:32])[CH:5]=[CH:6]2 |f:0.1,2.3.4,7.8|. Procedure details: A mixture of 4,5α-epoxy-3-methoxy-14β-(3-phenylpropyloxy)morphinan-6-one hydrochloride (1.0 g, 2.38 mmol), potassium carbonate (3.00 g, 21.7 mmol) and 2-phenylethylbromide (1.19 ml, 8.8 mmol) in water-free N,N-dimethylformamide (10 ml) was stirred for 12 h under exclusion of moisture and under nitrogen at 80° C. (bath temperature). After filtration from the inorganic residue, which was washed three times each time with 50 ml dichloromethane, the filtrate was evaporated down under reduced pressur...